From a dataset of the Open Reaction Database (ORD), a public repository of structured organic reaction records. describe an organic reaction: reactants, conditions, products, and yield Reactants: O (water), Cl.NC1=CC=C(C=N1)CC(C(=O)O)C=1N=CN(C1)C1CCCCC1 (3-(6-Aminopyridin-3-yl)-2-(1-cyclohexyl-1H-imidazol-4-yl)propionic acid hydrochloride), C1(CCCCC1)OC(=O)OC(C)Cl (1-cyclohexyloxycarbonyloxy-1-ethyl chloride), C(=O)([O-])[O-].[K+].[K+] (K2CO3). Run in CN(C)C=O (DMF). Product: NC1=CC=C(C=N1)CC(C(=O)OC(C)OC(=O)OC1CCCCC1)C=1N=CN(C1)C1CCCCC1 (1-Cyclohexyloxycarbonyloxyethyl 3-(6-aminopyridin-3-yl)-2-(1-cyclohexyl-1H-imidazol-4-yl)propionate). Yield: 41.3%. Reaction SMILES: Cl.[NH2:2][C:3]1[N:8]=[CH:7][C:6]([CH2:9][CH:10]([C:14]2[N:15]=[CH:16][N:17]([CH:19]3[CH2:24][CH2:23][CH2:22][CH2:21][CH2:20]3)[CH:18]=2)[C:11]([OH:13])=[O:12])=[CH:5][CH:4]=1.[CH:25]1([O:31][C:32]([O:34][CH:35](Cl)[CH3:36])=[O:33])[CH2:30][CH2:29][CH2:28][CH2:27][CH2:26]1.C([O-])([O-])=O.[K+].[K+].O>CN(C=O)C>[NH2:2][C:3]1[N:8]=[CH:7][C:6]([CH2:9][CH:10]([C:14]2[N:15]=[CH:16][N:17]([CH:19]3[CH2:24][CH2:23][CH2:22][CH2:21][CH2:20]3)[CH:18]=2)[C:11]([O:13][CH:35]([O:34][C:32]([O:31][CH:25]2[CH2:30][CH2:29][CH2:28][CH2:27][CH2:26]2)=[O:33])[CH3:36])=[O:12])=[CH:5][CH:4]=1 |f:0.1,3.4.5|. Procedure details: A solution of 50.0 mg (0.16 mmol) of the compound from example 1i and 39 mg (0.19 mmol) of 1-cyclohexyloxycarbonyloxy-1-ethyl chloride, 13 mg (0.08 mmol) of KI and 26 mg (0.19 mmol) of K2CO3 in 2 ml of DMF was stirred at 60° C. for 12 h. Then 5 ml of water were added and the reaction solution was extracted several times with EA. The combined EA extracts were dried, filtered and concentrated to dryness. The resulting residue was purified on silica gel with CH2Cl2/methanol as mobile phase, resulti... Starting materials: C=O (formaldehyde), [C-]#N.[K+] (potassium cyanide), C1(=CC=CC=C1)S(=O)(=O)Cl (benzenesulphonyl chloride). The solvent is O (water). Conditions: time 30 minute. Yields the product C1(=CC=CC=C1)S(=O)(=O)[O-].C(C)#N (Benzenesulphonate acetonitrile). Reaction SMILES: [C-:1]#[N:2].[K+].[CH2:4]=[O:5].[C:6]1([S:12](Cl)(=[O:14])=[O:13])[CH:11]=[CH:10][CH:9]=[CH:8][CH:7]=1>O>[C:6]1([S:12]([O-:14])(=[O:5])=[O:13])[CH:11]=[CH:10][CH:9]=[CH:8][CH:7]=1.[C:1](#[N:2])[CH3:4] |f:0.1,5.6|. Procedure: 104 g (1.6 mols) of potassium cyanide are dissolved in 100 ml of water. 160 g (1.6 mols) of a 30% strength formaldehyde solution are introduced at between 5° and 10° C. The mixture is stirred for 30 minutes. 212 g (1.2 mols) of benzenesulphonyl chloride are introduced dropwise at a temperature of between 10° and 20° C. The mixture is stirred at this temperature for 6 hours. The product is extracted with benzene. The benzene is washed with water. The benzene phase is decanted. Traces of water are... Reactants: CC(=O)OCC1=C(N2[C@@H]([C@@H](C2=O)NC(=O)C(C3=CC=CC=C3)OC(=O)C)SC1)C(=O)O (7-phenylacetamido-desacetoxycephalosporanic acid). Solvent: O (water). Product: CC1=C(N2[C@@H]([C@@H](C2=O)N)SC1)C(=O)O (7-amino-desacetoxycephalosporanic acid). As a reaction SMILES: CC(O[CH2:5][C:6]1[CH2:28][S:27][C@@H:9]2[C@H:10]([NH:13]C(C(OC(C)=O)C3C=CC=CC=3)=O)[C:11](=[O:12])[N:8]2[C:7]=1[C:29]([OH:31])=[O:30])=O>O>[CH3:5][C:6]1[CH2:28][S:27][C@@H:9]2[C@H:10]([NH2:13])[C:11](=[O:12])[N:8]2[C:7]=1[C:29]([OH:31])=[O:30]. Procedure: 500 g of 7-phenylacetamido-desacetoxycephalosporanic acid were dissolved in 8.3 liters of water and split completely over the course of 4 hours at 38°C, by addition of 220 g of carrier-bound penicillinacylase (according to Example C), analogously to Example 2; the 7-amino-desacetoxycephalosporanic acid formed was precipitated and dried. The reactants are C(C)N(C(=O)C=1C=CC(=C(C1)NC(CC1=CC=C(C=C1)OCC)=O)[N+](=O)[O-])CC (N-[5-[(Diethylamino)carbonyl]-2-nitrophenyl]4-ethoxy-benzeneacetamide). The reagents and catalysts are [Pd] (Pd/C). Solvent: CCOC(=O)C (EtOAc). Reaction conditions: time 8 hour. Yields the product NC1=C(C=C(C=C1)C(=O)N(CC)CC)NC(CC1=CC=C(C=C1)OCC)=O (N-[2-Amino-5-[(diethylamino)carbonyl]phenyl]-4-ethoxy-benzeneacetamide). RXN SMILES: [CH2:1]([N:3]([CH2:28][CH3:29])[C:4]([C:6]1[CH:7]=[CH:8][C:9]([N+:25]([O-])=O)=[C:10]([NH:12][C:13](=[O:24])[CH2:14][C:15]2[CH:20]=[CH:19][C:18]([O:21][CH2:22][CH3:23])=[CH:17][CH:16]=2)[CH:11]=1)=[O:5])[CH3:2]>CCOC(C)=O.[Pd]>[NH2:25][C:9]1[CH:8]=[CH:7][C:6]([C:4]([N:3]([CH2:1][CH3:2])[CH2:28][CH3:29])=[O:5])=[CH:11][C:10]=1[NH:12][C:13](=[O:24])[CH2:14][C:15]1[CH:16]=[CH:17][C:18]([O:21][CH2:22][CH3:23])=[CH:19][CH:20]=1. Reported procedure: N-[5-[(Diethylamino)carbonyl]-2-nitrophenyl]4-ethoxy-benzeneacetamide (1.00 g, 2.50 mmol) was dissolved in EtOAc (50 mL) containing a catalytic amount of 10% Pd/C. The solution was shaken under H2 atmosphere (35 psi) at rt overnight. The solution was filtered through celite and the solvent was concentrated. LC/MS analysis showed that the title compound was pure enough (>95%) and could directly be used for next step. Yield: 927 mg (99%); 1HNMR (400 MHz, CDCl3) δ 7.54 (s, 1H), 7.25 (d, J=7.6 Hz, 2... Reaction SMILES: [CH3:1][C@@H:2]1[NH:7][CH2:6][CH2:5][N:4]([C:8]2[NH:12][C:11]3[C:13]([C:21]4[CH:26]=[C:25]([F:27])[C:24]([F:28])=[C:23]([F:29])[CH:22]=4)=[CH:14][C:15]([C:17]([F:20])([F:19])[F:18])=[CH:16][C:10]=3[N:9]=2)[CH2:3]1.[Br:30][C:31]1[C:32](Cl)=[N:33][CH:34]=[CH:35][CH:36]=1>>[Br:30][C:31]1[C:32]([N:7]2[CH2:6][CH2:5][N:4]([C:8]3[NH:12][C:11]4[C:13]([C:21]5[CH:26]=[C:25]([F:27])[C:24]([F:28])=[C:23]([F:29])[CH:22]=5)=[CH:14][C:15]([C:17]([F:18])([F:19])[F:20])=[CH:16][C:10]=4[N:9]=3)[CH2:3][C@@H:2]2[CH3:1])=[N:33][CH:34]=[CH:35][CH:36]=1. Starting materials: C[C@H]1CN(CCN1)C1=NC2=C(N1)C(=CC(=C2)C(F)(F)F)C2=CC(=C(C(=C2)F)F)F (2-[(3S)-3-Methylpiperazin-1-yl]-5-(trifluoromethyl)-7-(3,4,5-trifluorophenyl)-1H-benzoimidazole), BrC=1C(=NC=CC1)Cl (3-bromo-2-chloropyridine). Procedure details: The piperazine from step (a) above (41 mg, 0.1 mmol) reacted with 3-bromo-2-chloropyridine (19 mg, 0.1 mmol, Aldrich) under the conditions of Example 48b to give the title compound as a white amorphous solid. MS (ESI, pos. ion) m/z: 570 (M+1). Product: BrC=1C(=NC=CC1)N1[C@H](CN(CC1)C1=NC2=C(N1)C(=CC(=C2)C(F)(F)F)C2=CC(=C(C(=C2)F)F)F)C (2-[(3S)-4-(3-bromopyridin-2-yl)-3-methylpiperazin-1-yl]-5-(trifluoromethyl)-7-(3,4,5-trifluorophenyl)-1H-benzoimidazole). Reactants: [Br-] (bromide), ClC1=CC(=C(OCC(=O)O)C=C1)OC ((4-chloro-2-methoxy-phenoxy)-acetic acid). The solvent is O (water). The product is ClC1=CC(=C(OCC(=O)O)C=C1)O ((4-chloro-2-hydroxy-phenoxy)-acetic acid). As a reaction SMILES: [Br-].[Cl:2][C:3]1[CH:13]=[CH:12][C:6]([O:7][CH2:8][C:9]([OH:11])=[O:10])=[C:5]([O:14]C)[CH:4]=1>O>[Cl:2][C:3]1[CH:13]=[CH:12][C:6]([O:7][CH2:8][C:9]([OH:11])=[O:10])=[C:5]([OH:14])[CH:4]=1. Reported procedure: To a solution of 48% aqueous hyrdrogen bromide (20 mL) was added (4-chloro-2-methoxy-phenoxy)-acetic acid (2.1 g, 9.7 mmol). The resulting mixture was heated to reflux overnight. The mixture was cooled to ambient temperature, diluted with water and extracted with diethyl ether. The organic layer was dried over magnesium sulfate, filtered and concentrated in vacuo to give (4-chloro-2-hydroxy-phenoxy)-acetic acid. The crude product was added to a solution of pyridinium p-toluene sulfonate (0.10 g,... The product is CC(=O)Nc1nc(C(=N)N)cs1, Cl. Starting materials: CC(=O)Nc1nc(C#N)cs1, C[O-], CO, [Cl-], [NH4+], [Na+]. As a reaction SMILES: [C:1]([CH3:2])(=[O:3])[NH:4][c:5]1[s:6][cH:7][c:8]([C:10]#[N:11])[n:9]1.[CH3:12][O-:13].[CH3:17][OH:18].[Cl-:15].[NH4+:16].[Na+:14]>>[C:1]([CH3:2])(=[O:3])[NH:4][c:5]1[s:6][cH:7][c:8]([C:10](=[NH:11])[NH2:16])[n:9]1.[ClH:15]. Reactants: C(CCC)[Li] (n-Butyllithium), CC(C)([O-])C.[K+] (potassium tert-butoxide), CC=1C=CC=CC1C (o-xylene), ClC(Cl)[SiH3] (dichloromethylsilane), CC=1C=CC=CC1C (o-xylene). Solvent: CCCCCC (hexane), O (water), hexanes. Conditions: time 8 hour. Yields the product C[SiH]1CC2=CC=CC=C2C1 (2-Methyl-2-silaindan). RXN SMILES: CC(C)([O-])C.[K+].[CH3:7][C:8]1[CH:9]=[CH:10][CH:11]=[CH:12][C:13]=1[CH3:14].C([Li])CCC.Cl[CH:21]([SiH3:23])Cl>CCCCCC.O>[CH3:21][SiH:23]1[CH2:14][C:13]2[C:8](=[CH:9][CH:10]=[CH:11][CH:12]=2)[CH2:7]1 |f:0.1|. Reported procedure: In a 1 L rb flask equipped with a Teflon covered magnetic stirring bar and a reflux condenser was placed potassium tert-butoxide (36 g; 0.32 mol), o-xylene (17 mL; 0.15 mol) and 700 mL of hexanes. n-Butyllithium (128 mL; 2.5M) in hexane was added to the above mixture via a syringe. The red color of the o-xylene dianion appeared. The resulting mixture was heated to reflux for 1 h. The reaction mixture was cooled to room temp. The suspension of the dianion was transferred via a cannula to a sinter... Starting materials: C(#N)C(=CC1=NC=CC=C1)N1CCN(CC1)C(=O)OC(C)(C)C (tert-butyl 4-(1-cyano-2-(pyridin-2-yl)vinyl)piperazine-1-carboxylate), [N-]=[N+]=[N-].[Na+] (sodium azide). The solvent is CS(=O)C (DMSO). Run at temperature 110 celsius. Yields the product N1=C(C=CC=C1)C1=C(N=NN1)N1CCN(CC1)C(=O)OC(C)(C)C (tert-butyl 4-(5-(pyridin-2-yl)-1H-1,2,3-triazol-4-yl)piperazine-1-carboxylate). RXN SMILES: C([C:3]([N:11]1[CH2:16][CH2:15][N:14]([C:17]([O:19][C:20]([CH3:23])([CH3:22])[CH3:21])=[O:18])[CH2:13][CH2:12]1)=[CH:4][C:5]1[CH:10]=[CH:9][CH:8]=[CH:7][N:6]=1)#N.[N-:24]=[N+:25]=[N-:26].[Na+]>CS(C)=O>[N:6]1[CH:7]=[CH:8][CH:9]=[CH:10][C:5]=1[C:4]1[NH:26][N:25]=[N:24][C:3]=1[N:11]1[CH2:12][CH2:13][N:14]([C:17]([O:19][C:20]([CH3:21])([CH3:22])[CH3:23])=[O:18])[CH2:15][CH2:16]1 |f:1.2|. Reported procedure: To a stirred solution of tert-butyl 4-(1-cyano-2-(pyridin-2-yl)vinyl)piperazine-1-carboxylate (2.5 g), sodium azide (0.4 g) were taken in dry DMSO (4 ml) and heated to 110° C. overnight. The reaction mixture was carefully quenched with water (10 ml) and the reaction mixture was extracted with dichloromethane (3×10 ml). The combined organic layer was washed with brine (10 ml), dried over sodium sulfate and concentrated under reduced pressure. The resulting residue was purified by column chromatog...